From a dataset of the Open Reaction Database (ORD), a public repository of structured organic reaction records. describe an organic reaction: reactants, conditions, products, and yield Starting materials: C(C)(C)NC(C)C (diisopropylamine), C(CCC)[Li] (n-butyllithium), solution, resultant solution, C(C)#N (acetonitrile), C(#N)C1=CCCC2=CC(=CC=C12)OC (1-cyano-6-methoxy-3,4-dihydronaphthalene), C(#N)C1=CCCC2=CC(=CC=C12)OC (1-Cyano-6-methoxy-3,4-dihydronaphthalene). Run in C1CCOC1 (THF), C1CCOC1 (THF), C1CCOC1 (THF), C1CCOC1 (THF). Reaction conditions: temperature -78 celsius, time 40 minute. The product is C(#N)C1C(CCC2=CC(=CC=C12)OC)CC#N (1-Cyano-2-(cyanomethyl)-6-methoxy-1,2,3,4-tetrahydronaphthalene). Yield: 74.2%. Reaction SMILES: C(NC(C)C)(C)C.C([Li])CCC.[C:13](#[N:15])[CH3:14].[C:16]([C:18]1[C:27]2[C:22](=[CH:23][C:24]([O:28][CH3:29])=[CH:25][CH:26]=2)[CH2:21][CH2:20][CH:19]=1)#[N:17]>C1COCC1>[C:13]([CH:14]1[C:27]2[C:22](=[CH:23][C:24]([O:28][CH3:29])=[CH:25][CH:26]=2)[CH2:21][CH2:20][CH:19]1[CH2:18][C:16]#[N:17])#[N:15]. Procedure: To a solution of 1.05 mL (7.5 mmol) of diisopropylamine in 10 mL of THF at -78° C., under a nitrogen atmosphere, was added n-butyllithium (2.2 mL of a 2.5M solution in THF, 5.5 mmol) and the resultant solution was stirred at -78° C. for 40 min. To the stirred solution was added, dropwise over a 25 minute period, a solution of 274 μL (5.25 mmol) of acetonitrile in 5 mL of THF. The solution was stirred for 20 min at -78° C. and then a solution of 926 mg (5 mmol) of 1-cyano-6-methoxy-3,4-dihydronap... Reactants: NC1=C(C(N(C2=NC(=C(C=C12)C1=CC=C(C=C1)Cl)C1=C(C=C(C=C1)Cl)Cl)CC(C)C)=O)Cl (4-amino-3-chloro-6-(4-chlorophenyl)-7-(2,4-dichlorophenyl)-1-isobutyl-1,8-naphthyridin-2(1H)-one), COC(N(C)C)OC (N,N-dimethylformamide dimethylacetal). Run at temperature 95 celsius, time 90 minute. The product is ClC=1C(N(C2=NC(=C(C=C2C1N=CN(C)C)C1=CC=C(C=C1)Cl)C1=C(C=C(C=C1)Cl)Cl)CC(C)C)=O (N′-[3-chloro-6-(4-chlorophenyl)-7-(2,4-dichlorophenyl)-1-isobutyl-2-oxo-1,2-dihydro-1,8-naphthyridin-4-yl]-N,N-dimethylimidoformamide). Reaction SMILES: [NH2:1][C:2]1[C:11]2[C:6](=[N:7][C:8]([C:19]3[CH:24]=[CH:23][C:22]([Cl:25])=[CH:21][C:20]=3[Cl:26])=[C:9]([C:12]3[CH:17]=[CH:16][C:15]([Cl:18])=[CH:14][CH:13]=3)[CH:10]=2)[N:5]([CH2:27][CH:28]([CH3:30])[CH3:29])[C:4](=[O:31])[C:3]=1[Cl:32].CO[CH:35](OC)[N:36]([CH3:38])[CH3:37]>>[Cl:32][C:3]1[C:4](=[O:31])[N:5]([CH2:27][CH:28]([CH3:29])[CH3:30])[C:6]2[C:11]([C:2]=1[N:1]=[CH:35][N:36]([CH3:38])[CH3:37])=[CH:10][C:9]([C:12]1[CH:13]=[CH:14][C:15]([Cl:18])=[CH:16][CH:17]=1)=[C:8]([C:19]1[CH:24]=[CH:23][C:22]([Cl:25])=[CH:21][C:20]=1[Cl:26])[N:7]=2. Reported procedure: The product of EXAMPLE 61 (50 mg) was combined with N,N-dimethylformamide dimethylacetal (4 mL). The reaction was heated to 95° C. and stirred for 90 minutes at which the solution was concentrated in vacuo. Purification by flash chromatography on silica eluted with 0-30% EtOAc in hexane afforded the title compound (E/Z mixture of isomers). HPLC/MS: 560.9 (M+1), 562.9 (M+3); Rt=4.48 min. RXN SMILES: [CH3:35][CH2:36][OH:37].[Cl:9][CH2:10][CH2:11][CH2:12][CH2:13][CH2:14][NH:15][c:16]1[c:17]([CH3:33])[c:18]([CH3:32])[n:19][c:20]([O:25][c:26]2[cH:27][cH:28][cH:29][cH:30][cH:31]2)[c:21]1[N+:22]([O-:23])=[O:24].[Na+:7].[Na+:8].[OH2:34].[S:1]([S:2]([O-:3])=[O:4])([O-:5])=[O:6]>>[Cl:9][CH2:10][CH2:11][CH2:12][CH2:13][CH2:14][NH:15][c:16]1[c:17]([CH3:33])[c:18]([CH3:32])[n:19][c:20]([O:25][c:26]2[cH:27][cH:28][cH:29][cH:30][cH:31]2)[c:21]1[NH2:22]. The reactants are CCO, Cc1nc(Oc2ccccc2)c([N+](=O)[O-])c(NCCCCCCl)c1C, [Na+], [Na+], O, O=S([O-])S(=O)[O-]. The product is Cc1nc(Oc2ccccc2)c(N)c(NCCCCCCl)c1C. Reactants: Cc1c(Br)c2cnnc(NCc3ccccc3)c2n1Cc1ccccc1, [Li]CCCC, CN(C)C=O, CCCCCC, C1CCOC1. Yields the product Cc1c(C=O)c2cnnc(NCc3ccccc3)c2n1Cc1ccccc1. RXN SMILES: [CH2:1]([c:2]1[cH:3][cH:4][cH:5][cH:6][cH:7]1)[n:8]1[c:9]([CH3:26])[c:10]([Br:25])[c:11]2[c:12]1[c:13]([NH:17][CH2:18][c:19]1[cH:20][cH:21][cH:22][cH:23][cH:24]1)[n:14][n:15][cH:16]2.[CH2:27]([Li:28])[CH2:29][CH2:30][CH3:31].[CH3:32][N:33]([CH:34]=[O:35])[CH3:36].[CH3:37][CH2:38][CH2:39][CH2:40][CH2:41][CH3:42].[O:43]1[CH2:44][CH2:45][CH2:46][CH2:47]1>>[CH2:1]([c:2]1[cH:3][cH:4][cH:5][cH:6][cH:7]1)[n:8]1[c:9]([CH3:26])[c:10]([CH:34]=[O:35])[c:11]2[c:12]1[c:13]([NH:17][CH2:18][c:19]1[cH:20][cH:21][cH:22][cH:23][cH:24]1)[n:14][n:15][cH:16]2. Starting materials: ClC=1C=C(C=CC1F)C1=C2CC(NC2=CC=C1)=O (4-(3-chloro-4-fluoro-phenyl)-1,3-dihydro-indol-2-one), N1(CCCC1)CCCNC(=O)C1=C(NC(=C1)C)C=O (2-formyl-5-methyl-1H-pyrrole-3-carboxylic acid (3-pyrrolidin-1-yl-propyl)-amide). The reagents and catalysts are N1CCCCC1 (piperidine). Run in C(C)O (ethanol). Reaction conditions: time 3 day. The product is N1(CCCC1)CCCNC(=O)C1=C(NC(=C1)C)C=C1C(NC2=CC=CC(=C12)C1=CC(=C(C=C1)F)Cl)=O (2-[4-(3-chloro-4-fluoro-phenyl)-2-oxo-1,2-dihydro-indol-3-ylidenemethyl]-5-methyl-1H-pyrrole-3-carboxylic acid (3-pyrrolidin-1-yl-propyl)-amide). Isolated yield 81.3%. Reaction SMILES: [Cl:1][C:2]1[CH:3]=[C:4]([C:9]2[CH:17]=[CH:16][CH:15]=[C:14]3[C:10]=2[CH2:11][C:12](=[O:18])[NH:13]3)[CH:5]=[CH:6][C:7]=1[F:8].[N:19]1([CH2:24][CH2:25][CH2:26][NH:27][C:28]([C:30]2[CH:34]=[C:33]([CH3:35])[NH:32][C:31]=2[CH:36]=O)=[O:29])[CH2:23][CH2:22][CH2:21][CH2:20]1>C(O)C.N1CCCCC1>[N:19]1([CH2:24][CH2:25][CH2:26][NH:27][C:28]([C:30]2[CH:34]=[C:33]([CH3:35])[NH:32][C:31]=2[CH:36]=[C:11]2[C:10]3[C:14](=[CH:15][CH:16]=[CH:17][C:9]=3[C:4]3[CH:5]=[CH:6][C:7]([F:8])=[C:2]([Cl:1])[CH:3]=3)[NH:13][C:12]2=[O:18])=[O:29])[CH2:23][CH2:22][CH2:21][CH2:20]1. Procedure: To a solution of 4-(3-chloro-4-fluoro-phenyl)-1,3-dihydro-indol-2-one (65.4 mg, 0.25 mmol) and 2-formyl-5-methyl-1H-pyrrole-3-carboxylic acid (3-pyrrolidin-1-yl-propyl)-amide (68.5 mg, 0.26 mmol) in ethanol (2 mL) was added piperidine (3 drops). The reaction mixture was stirred at room temperature for three days. A yellow solid product was precipitated out, filtered, washed by ethanol for three times, and dried under high vacuum to provide pure product 2-[4-(3-chloro-4-fluoro-phenyl)-2-oxo-1,2-d... Starting materials: F[B-](F)(F)F, COC(=O)C1=C(C)Nc2cc[nH]c(=O)c2C1c1ccccc1, C[O+](C)C, ClCCCl, O. Yields the product F[B-](F)(F)F, COC(=O)C1=C(C)Nc2ccnc(OC)c2C1c1ccccc1. As a reaction SMILES: [B-:23]([F:24])([F:25])([F:26])[F:27].[CH3:1][C:2]1=[C:11]([C:12](=[O:13])[O:14][CH3:15])[CH:10]([c:16]2[cH:17][cH:18][cH:19][cH:20][cH:21]2)[c:9]2[c:4]([cH:5][cH:6][nH:7][c:8]2=[O:22])[NH:3]1.[CH3:28][O+:29]([CH3:30])[CH3:31].[Cl:33][CH2:34][CH2:35][Cl:36].[OH2:32]>>[B-:23]([F:24])([F:25])([F:26])[F:27].[CH3:1][C:2]1=[C:11]([C:12](=[O:13])[O:14][CH3:15])[CH:10]([c:16]2[cH:17][cH:18][cH:19][cH:20][cH:21]2)[c:9]2[c:4]([cH:5][cH:6][n:7][c:8]2[O:22][CH3:28])[NH:3]1. Reactants: S(=O)(=O)(OC)OC (dimethyl sulphate), OC1=NC=CC(=C1)O (2,4-Dihydroxypyridine), Cl (hydrochloric acid). Run in [OH-].[Na+] (sodium hydroxide). Conditions: time 8 hour. The product is OC1=CC(N(C=C1)C)=O (1,2-dihydro-4-hydroxy-1-methyl-2-oxopyridine). The yield is 22.8%. As a reaction SMILES: [OH:1][C:2]1[CH:7]=[C:6]([OH:8])[CH:5]=[CH:4][N:3]=1.S(OC)(O[CH3:13])(=O)=O.Cl>[OH-].[Na+]>[OH:8][C:6]1[CH:5]=[CH:4][N:3]([CH3:13])[C:2](=[O:1])[CH:7]=1 |f:3.4|. Reported procedure: 2,4-Dihydroxypyridine (3.0 g) was dissolved in 2N aqueous sodium hydroxide solution (30 ml) and dimethyl sulphate (3.7 g) was added dropwise over 90 minutes. The mixture was stirred at room temperature overnight, acidified with concentrated hydrochloric acid, the solvent removed under reduced pressure, the residue stirred in 5% methanol/dichloromethane and filtered. The filtrate was evaporated and the crude product was chromatographed on silica using 7:93 methanol: dichloromethane as the eluent ... Reactants: N-benzoyl-2'-deoxy-3',5'-di-0-mesylcytidine, [OH-].[Na+] (sodium hydroxide), CC(C)([O-])C.[K+] (potassium tert-butoxide), [C@@H]1(C[C@H](O)[C@@H](CO)O1)N1C(=O)N=C(N)C=C1 (2'-deoxycytidine), C(C)(=O)O (acetic acid). Solvent: C(C)O (ethanol), CS(=O)C (dimethyl sulfoxide). Yields the product [C@@H]1(C=C[C@@H](CO)O1)N1C(=O)N=C(N)C=C1 (2',3'-dideoxy-2',3'-didehydrocytidine). Reaction SMILES: [C@@H:1]1([N:9]2[CH:16]=[CH:15][C:13]([NH2:14])=[N:12][C:10]2=[O:11])[O:8][C@H:5]([CH2:6][OH:7])[C@@H:3](O)[CH2:2]1.[OH-].[Na+].C(O)(=O)C.CC(C)([O-])C.[K+]>C(O)C.CS(C)=O>[C@@H:1]1([N:9]2[CH:16]=[CH:15][C:13]([NH2:14])=[N:12][C:10]2=[O:11])[O:8][C@H:5]([CH2:6][OH:7])[CH:3]=[CH:2]1 |f:1.2,4.5|. Reported procedure: Namely, 2',3'-dideoxycytidine can be obtained according to the method of Horwitz et al in a way that N-benzoyl-2'-deoxy-3',5'-di-0-mesylcytidine derivable from 2'-deoxycytidine is refluxed with aqueous solution of sodium hydroxide in ethanol, then this is treated with dilute acetic acid, and further allowed to react with potassium tert-butoxide in dimethyl sulfoxide to obtain 2',3'-dideoxy-2',3'-didehydrocytidine, which is hydrogenated (J. Org. Chem., 32, 817, 1967). The reactants are [Cl-].[Zn+2].[Cl-] (zinc chloride), CN1SC=CC1=O (2-methyl-3-isothiazolone). The product is [Cl-].[Zn+2].CN1SC=CC1=O.CN1SC=CC1=O.[Cl-] (bis-(2-methyl-3-isothiazolone) zinc(II)chloride). Procedure details: To a solution of 3.4 g (0.02 mole) of anhydrous zinc chloride in 130 ml absolute ethanol was added a solution of 2-methyl-3-isothiazolone in 20 ml of absolute ethanol. The clear solution was stirred at room temperature for 30 minutes. Concentration yielded a tan solid. The solid was triturated with ether, filtered, and dried to yield 8.4 g (92%) of bis-(2-methyl-3-isothiazolone) zinc(II)chloride, m.p. 148°-151° C. Conditions: time 30 minute. The yield is 92.0%. The solvent is C(C)O (ethanol), C(C)O (ethanol). As a reaction SMILES: [Cl-:1].[Zn+2:2].[Cl-].[CH3:4][N:5]1[C:9](=[O:10])[CH:8]=[CH:7][S:6]1>C(O)C>[Cl-:1].[Zn+2:2].[CH3:4][N:5]1[C:9](=[O:10])[CH:8]=[CH:7][S:6]1.[CH3:4][N:5]1[C:9](=[O:10])[CH:8]=[CH:7][S:6]1.[Cl-:1] |f:0.1.2,5.6.7.8.9|. Reactants: CC=1C=C(C=CC1)C=1C=C(C2=CN(N=C2C1)C1OCCCC1)[N+](=O)[O-] (6-(3-Methylphenyl)-4-nitro-2-(tetrahydro-2H-pyran-2-yl)-2H-indazole). The reagents and catalysts are [Pd] (Pd/C). The solvent is C(C)(=O)OCC (ethyl acetate). Yields the product CC=1C=C(C=CC1)C=1C=C(C2=CN(N=C2C1)C1OCCCC1)N (6-(3-Methylphenyl)-2-(tetrahydro-2H-pyran-2-yl)-2H-indazol-4-amine). As a reaction SMILES: [CH3:1][C:2]1[CH:3]=[C:4]([C:8]2[CH:9]=[C:10]([N+:23]([O-])=O)[C:11]3[C:15]([CH:16]=2)=[N:14][N:13]([CH:17]2[CH2:22][CH2:21][CH2:20][CH2:19][O:18]2)[CH:12]=3)[CH:5]=[CH:6][CH:7]=1>C(OCC)(=O)C.[Pd]>[CH3:1][C:2]1[CH:3]=[C:4]([C:8]2[CH:9]=[C:10]([NH2:23])[C:11]3[C:15]([CH:16]=2)=[N:14][N:13]([CH:17]2[CH2:22][CH2:21][CH2:20][CH2:19][O:18]2)[CH:12]=3)[CH:5]=[CH:6][CH:7]=1. Procedure: 6-(3-Methylphenyl)-4-nitro-2-(tetrahydro-2H-pyran-2-yl)-2H-indazole (422 mg, 1.25 mmol) was dissolved in ethyl acetate (25 ml) and reduced using the H-cube (available from ThalesNano) with a Pd/C catalyst cartridge at a pressure of up to 80 bar. The solvent was removed in vacuo to give the title compound, 286 mg.